Task: describe an organic reaction: reactants, conditions, products, and yield. Dataset: the Open Reaction Database (ORD), a public repository of structured organic reaction records Starting materials: COC1OC(COC(=O)c2ccccc2)C(O)C(OC(=O)c2ccccc2)C1OC(=O)c1ccccc1, COCCN(CCOC)S(F)(F)F, ClCCl. Product: COC1OC(COC(=O)c2ccccc2)C(F)C(OC(=O)c2ccccc2)C1OC(=O)c1ccccc1. RXN SMILES: [C:1]([c:2]1[cH:3][cH:4][cH:5][cH:6][cH:7]1)(=[O:8])[O:9][CH:10]1[CH:11]([O:12][CH3:13])[O:14][CH:15]([CH2:28][O:29][C:30]([c:31]2[cH:32][cH:33][cH:34][cH:35][cH:36]2)=[O:37])[CH:16]([OH:27])[CH:17]1[O:18][C:19]([c:20]1[cH:21][cH:22][cH:23][cH:24][cH:25]1)=[O:26].[CH3:38][O:39][CH2:40][CH2:41][N:42]([S:43]([F:44])([F:45])[F:48])[CH2:46][CH2:47][O:49][CH3:50].[Cl:51][CH2:52][Cl:53]>>[C:1]([c:2]1[cH:3][cH:4][cH:5][cH:6][cH:7]1)(=[O:8])[O:9][CH:10]1[CH:11]([O:12][CH3:13])[O:14][CH:15]([CH2:28][O:29][C:30]([c:31]2[cH:32][cH:33][cH:34][cH:35][cH:36]2)=[O:37])[CH:16]([F:48])[CH:17]1[O:18][C:19]([c:20]1[cH:21][cH:22][cH:23][cH:24][cH:25]1)=[O:26]. Reactants: C1(=CC=CC=C1)C(C1=CC=CC=C1)OC(=O)C1=CCS[C@H]2N1C([C@H]2N)=O (7β-amino-ceph-3-em-4-carboxylic acid diphenylmethyl ester), C1(=CC=CC=C1)OC (anisole), FC(C(=O)O)(F)F (trifluoroacetic acid). Solvent: C1(=CC=CC=C1)C (toluene). Conditions: time 10 minute. The product is N[C@H]1[C@@H]2N(C(=CCS2)C(=O)O)C1=O (7β-amino-ceph-3-em-4-carboxylic acid). RXN SMILES: C1(C([O:14][C:15]([C:17]2[N:22]3[C:23](=[O:26])[C@@H:24]([NH2:25])[C@H:21]3[S:20][CH2:19][CH:18]=2)=[O:16])C2C=CC=CC=2)C=CC=CC=1.C1(OC)C=CC=CC=1.FC(F)(F)C(O)=O>C1(C)C=CC=CC=1>[NH2:25][C@@H:24]1[C:23](=[O:26])[N:22]2[C:17]([C:15]([OH:16])=[O:14])=[CH:18][CH2:19][S:20][C@H:21]12. Procedure details: A total of 0.380 g of 7β-amino-ceph-3-em-4-carboxylic acid diphenylmethyl ester is treated with 2 ml of anisole and 8 ml of absolute trifluoroacetic acid, the clear solution is allowed to stand for 10 minutes at room temperature and then diluted with about 20 ml of absolute toluene. The mixture is evaporated under reduced pressure; the residue is taken twice to dryness with toluene and then suspended in 5 ml of methanol, 5 ml of diethyl ether and 0.5 ml of water. The pH-value of the suspension i... The reactants are COc1ccc(NCc2nnn(C)n2)cc1, COC(OC)C1(C)Oc2ccc([N+](=O)[O-])cc2C2OC21. The product is COc1ccc(N(Cc2nnn(C)n2)C2c3cc([N+](=O)[O-])ccc3OC(C)(C(OC)OC)C2O)cc1. As a reaction SMILES: [CH3:21][O:22][c:23]1[cH:24][cH:25][c:26]([NH:29][CH2:30][c:31]2[n:32][n:33][n:34]([CH3:36])[n:35]2)[cH:27][cH:28]1.[N+:1](=[O:2])([O-:3])[c:4]1[cH:5][cH:6][c:7]2[c:8]([cH:20]1)[CH:9]1[CH:10]([C:11]([CH:13]([O:14][CH3:15])[O:16][CH3:17])([CH3:18])[O:12]2)[O:19]1>>[N+:1](=[O:2])([O-:3])[c:4]1[cH:5][cH:6][c:7]2[c:8]([cH:20]1)[CH:9]([N:29]([c:26]1[cH:25][cH:24][c:23]([O:22][CH3:21])[cH:28][cH:27]1)[CH2:30][c:31]1[n:32][n:33][n:34]([CH3:36])[n:35]1)[CH:10]([OH:19])[C:11]([CH:13]([O:14][CH3:15])[O:16][CH3:17])([CH3:18])[O:12]2. Procedure details: A solution of 17-ethyl-20-fluoro-1, 14-dihydroxy-12-[2'-(4"-azido-3"-methoxycyclohexyl)-1'-methylvinyl]-23,25-dimethoxy-13,19,21,27-tetramethyl-11,28-dioxa-4-azatricyclo[22.3.1.04,9 ]octacos-18-ene-2,3,10,16-tetraone (28 l mg) and triphenylphosphine (9 mg) in 1 ml of wet toluene is stirred at 70° C. overnight. The solvent is removed under reduced pressure, and the residue was purified by preparative tlc on silica gel to give the title compound. The product is C(C)C1C(CC(C(C(OC(C2CCCCN2C(C(C2(C(CC(C(C(CC(C(C(=C1)C)F)C)OC)O2)OC)C)O)=O)=O)=O)C(=CC2CC(C(CC2)N)OC)C)C)O)=O (17-Ethyl-20-fluoro-1,14-dihydroxy-12-[2'-(4"-amino-3"-methoxycyclohexyl)-1'-methylvinyl]-23,25-dimethoxy-13,19,21,27-tetramethyl-11,28-dioxa-4-azatricyclo [22.3.1.04,9 ]-octacos-18-ene-2,3,10,16-tetraone). RXN SMILES: [CH2:1]([CH:3]1[CH:29]=[C:28]([CH3:30])[CH:27]([F:31])[CH:26]([CH3:32])[CH2:25][CH:24]([O:33][CH3:34])[CH:23]2[O:35][C:19]([OH:39])([CH:20]([CH3:38])[CH2:21][CH:22]2[O:36][CH3:37])[C:18](=[O:40])[C:17](=[O:41])[N:16]2[CH:11]([CH2:12][CH2:13][CH2:14][CH2:15]2)[C:10](=[O:42])[O:9][CH:8]([C:43]([CH3:56])=[CH:44][CH:45]2[CH2:50][CH2:49][CH:48]([N:51]=[N+]=[N-])[CH:47]([O:54][CH3:55])[CH2:46]2)[CH:7]([CH3:57])[CH:6]([OH:58])[CH2:5][C:4]1=[O:59])[CH3:2].C1(P(C2C=CC=CC=2)C2C=CC=CC=2)C=CC=CC=1>C1(C)C=CC=CC=1>[CH2:1]([CH:3]1[CH:29]=[C:28]([CH3:30])[CH:27]([F:31])[CH:26]([CH3:32])[CH2:25][CH:24]([O:33][CH3:34])[CH:23]2[O:35][C:19]([OH:39])([CH:20]([CH3:38])[CH2:21][CH:22]2[O:36][CH3:37])[C:18](=[O:40])[C:17](=[O:41])[N:16]2[CH:11]([CH2:12][CH2:13][CH2:14][CH2:15]2)[C:10](=[O:42])[O:9][CH:8]([C:43]([CH3:56])=[CH:44][CH:45]2[CH2:50][CH2:49][CH:48]([NH2:51])[CH:47]([O:54][CH3:55])[CH2:46]2)[CH:7]([CH3:57])[CH:6]([OH:58])[CH2:5][C:4]1=[O:59])[CH3:2]. Starting materials: C(C)C1C(CC(C(C(OC(C2CCCCN2C(C(C2(C(CC(C(C(CC(C(C(=C1)C)F)C)OC)O2)OC)C)O)=O)=O)=O)C(=CC2CC(C(CC2)N=[N+]=[N-])OC)C)C)O)=O (17-ethyl-20-fluoro-1, 14-dihydroxy-12-[2'-(4"-azido-3"-methoxycyclohexyl)-1'-methylvinyl]-23,25-dimethoxy-13,19,21,27-tetramethyl-11,28-dioxa-4-azatricyclo[22.3.1.04,9 ]octacos-18-ene-2,3,10,16-tetraone), C1(=CC=CC=C1)P(C1=CC=CC=C1)C1=CC=CC=C1 (triphenylphosphine). Solvent: C1(=CC=CC=C1)C (toluene). Reactants: [Si](C1=CC=CC=C1)(C1=CC=CC=C1)(C(C)(C)C)O[C@@H](CCCCOC1(CCNCC1)C)C ((R)-4-((5-((tert-butyldiphenylsilyl)oxy)hexyl)oxy)-4-methylpiperidine), CCN(C(C)C)C(C)C (Hunig's Base), C(C)(C)(C)O[C@H](C(=O)OCC)C=1C(=NC=2N(C1I)N=C(C2)C(=O)OCC)C ((S)-ethyl 6-(1-(tert-butoxy)-2-ethoxy-2-oxoethyl)-7-iodo-5-methylpyrazolo[1,5-a]pyrimidine-2-carboxylate). Solvent: CCOCC (Et2O), CN1CCCC1=O (NMP). Run at temperature 70 celsius. The product is C(C)(C)(C)O[C@H](C(=O)OCC)C=1C(=NC=2N(C1N1CCC(CC1)(C)OCCCC[C@@H](C)O[Si](C1=CC=CC=C1)(C1=CC=CC=C1)C(C)(C)C)N=C(C2)C(=O)OCC)C (ethyl 6-((S)-1-(tert-butoxy)-2-ethoxy-2-oxoethyl)-7-(4-(((R)-5-((tert-butyldiphenylsilyl)oxy)hexyl)oxy)-4-methylpiperidin-1-yl)-5-methylpyrazolo[1,5-a]pyrimidine-2-carboxylate). Yield: 80.1%. RXN SMILES: [C:1]([O:5][C@@H:6]([C:12]1[C:13]([CH3:27])=[N:14][C:15]2[N:16]([N:19]=[C:20]([C:22]([O:24][CH2:25][CH3:26])=[O:23])[CH:21]=2)[C:17]=1I)[C:7]([O:9][CH2:10][CH3:11])=[O:8])([CH3:4])([CH3:3])[CH3:2].[Si:28]([O:45][C@H:46]([CH3:59])[CH2:47][CH2:48][CH2:49][CH2:50][O:51][C:52]1([CH3:58])[CH2:57][CH2:56][NH:55][CH2:54][CH2:53]1)([C:41]([CH3:44])([CH3:43])[CH3:42])([C:35]1[CH:40]=[CH:39][CH:38]=[CH:37][CH:36]=1)[C:29]1[CH:34]=[CH:33][CH:32]=[CH:31][CH:30]=1.CCN(C(C)C)C(C)C>CN1C(=O)CCC1.CCOCC>[C:1]([O:5][C@@H:6]([C:12]1[C:13]([CH3:27])=[N:14][C:15]2[N:16]([N:19]=[C:20]([C:22]([O:24][CH2:25][CH3:26])=[O:23])[CH:21]=2)[C:17]=1[N:55]1[CH2:56][CH2:57][C:52]([O:51][CH2:50][CH2:49][CH2:48][CH2:47][C@H:46]([O:45][Si:28]([C:41]([CH3:42])([CH3:44])[CH3:43])([C:29]2[CH:30]=[CH:31][CH:32]=[CH:33][CH:34]=2)[C:35]2[CH:40]=[CH:39][CH:38]=[CH:37][CH:36]=2)[CH3:59])([CH3:58])[CH2:53][CH2:54]1)[C:7]([O:9][CH2:10][CH3:11])=[O:8])([CH3:4])([CH3:3])[CH3:2]. Procedure details: A mixture of (S)-ethyl 6-(1-(tert-butoxy)-2-ethoxy-2-oxoethyl)-7-iodo-5-methylpyrazolo[1,5-a]pyrimidine-2-carboxylate (5.25 g, 10.73 mmol) in NMP (80 mL) was treated with (R)-4-((5-((tert-butyldiphenylsilyl)oxy)hexyl)oxy)-4-methylpiperidine (6.33 g, 13.95 mmol) and Hunig's Base (5.62 mL, 32.2 mmol), and the mixture was heated (70° C. oil bath) for 16 hrs. At this point LCMS indicates completion of reaction. Mixture was then cooled, diluted with Et2O (200 mL) and washed with water (100 mL) and br... The reactants are N([C@@H](CC1=CC=CC=C1)C(=O)O)C(=O)OCC1=CC=CC=C1 (Z-Phe), CO (MeOH). Reagents/catalysts: CN(C)C=1C=CN=CC1 (DMAP). As a reaction SMILES: [NH:1]([C:13]([O:15][CH2:16][C:17]1[CH:22]=[CH:21][CH:20]=[CH:19][CH:18]=1)=[O:14])[C@H:2]([C:10]([OH:12])=[O:11])[CH2:3][C:4]1[CH:9]=[CH:8][CH:7]=[CH:6][CH:5]=1.[CH3:23]O>CN(C1C=CN=CC=1)C>[NH:1]([C:13]([O:15][CH2:16][C:17]1[CH:22]=[CH:21][CH:20]=[CH:19][CH:18]=1)=[O:14])[C@H:2]([C:10]([O:12][CH3:23])=[O:11])[CH2:3][C:4]1[CH:5]=[CH:6][CH:7]=[CH:8][CH:9]=1. Reaction conditions: temperature 4 celsius, time 12 hour. Reported procedure: After 1.80 g of Z-Phe was dissolved in 20 mL of MeOH,□73 mg of DMAP and 1.38 g of WSCD HCI were added to the solution at 0° C., followed by stirring at 4° C. for 12 hours. The solvent was concentrated and the concentrate was dissolved in AcOEt. The solution was then washed with 1N HCl aq. solution, satd. NaHCO3 aq. solution and then satd. NaCl aq. solution. After drying over Na2SO4, the solvent was concentrated to give Z-Phe-OMe as oil. After dissolving in 20 mL of dry THF, 196 mg of LiBH4 was a... Yields the product N([C@@H](CC1=CC=CC=C1)C(=O)OC)C(=O)OCC1=CC=CC=C1 (Z-Phe-OMe). Reactants: N#Cc1ccc(Cc2n[nH]c3c2c(=O)n(-c2ccccc2)c2ncccc32)cc1, CS(C)=O, O, O=S(=O)(O)O. Product: O=C(O)c1ccc(Cc2n[nH]c3c2c(=O)n(-c2ccccc2)c2ncccc32)cc1. Reaction SMILES: [C:1](#[N:2])[c:3]1[cH:4][cH:5][c:6]([CH2:7][c:8]2[n:9][nH:10][c:11]3[c:12]2[c:13](=[O:27])[n:14](-[c:21]2[cH:22][cH:23][cH:24][cH:25][cH:26]2)[c:15]2[n:16][cH:17][cH:18][cH:19][c:20]32)[cH:28][cH:29]1.[CH3:36][S:37]([CH3:38])=[O:39].[OH2:35].[S:30]([OH:31])(=[O:32])(=[O:33])[OH:34]>>[C:1]([c:3]1[cH:4][cH:5][c:6]([CH2:7][c:8]2[n:9][nH:10][c:11]3[c:12]2[c:13](=[O:27])[n:14](-[c:21]2[cH:22][cH:23][cH:24][cH:25][cH:26]2)[c:15]2[n:16][cH:17][cH:18][cH:19][c:20]32)[cH:28][cH:29]1)([OH:31])=[O:35]. The reactants are CC(C)(C)c1cc(O)ccc1O, CN(C)C=O, CN(C(=O)OC(C)(C)C)c1cc(Cl)ccc1[N+](=O)[O-], [H-], [Na+]. Yields the product CN(C(=O)OC(C)(C)C)c1cc(Oc2ccc(O)c(C(C)(C)C)c2)ccc1[N+](=O)[O-]. RXN SMILES: [C:1]([CH3:2])([CH3:3])([CH3:4])[c:5]1[c:6]([OH:7])[cH:8][cH:9][c:10]([OH:12])[cH:11]1.[CH3:34][N:35]([CH3:36])[CH:37]=[O:38].[Cl:13][c:14]1[cH:15][cH:16][c:17]([N+:29](=[O:30])[O-:31])[c:18]([N:20]([C:21]([O:22][C:23]([CH3:24])([CH3:25])[CH3:26])=[O:27])[CH3:28])[cH:19]1.[H-:32].[Na+:33]>>[C:1]([CH3:2])([CH3:3])([CH3:4])[c:5]1[c:6]([OH:7])[cH:8][cH:9][c:10]([O:12][c:14]2[cH:15][cH:16][c:17]([N+:29](=[O:30])[O-:31])[c:18]([N:20]([C:21]([O:22][C:23]([CH3:24])([CH3:25])[CH3:26])=[O:27])[CH3:28])[cH:19]2)[cH:11]1. The reactants are COC(CC(C1=CC(=CC=C1)Cl)C1=CC=C2C=CNC2=C1)=O (3-(1H-indol-6-yl)-3-(3-chloro-phenyl)-propionic acid methyl ester), N1C=CC2=CC=C(C=C12)C(CC(=O)NC)C1=C(C=CC=C1)OC (3-(1H-Indol-6-yl)-3-(2-methoxy-phenyl)-N-methyl-propionamide). Product: N1C=CC2=CC=C(C=C12)C(CC(=O)NC)C1=CC(=CC=C1)Cl (3-(1H-Indol-6-yl)-3-(3-chloro-phenyl)-N-methyl-propionamide). The yield is 89.0%. Reaction SMILES: CO[C:3](=[O:22])[CH2:4][CH:5]([C:13]1[CH:21]=[C:20]2[C:16]([CH:17]=[CH:18][NH:19]2)=[CH:15][CH:14]=1)[C:6]1[CH:11]=[CH:10][CH:9]=[C:8]([Cl:12])[CH:7]=1.[NH:23]1C2C(=CC=C(C(C3C=CC=CC=3OC)CC(NC)=O)C=2)C=[CH:24]1>>[NH:19]1[C:20]2[C:16](=[CH:15][CH:14]=[C:13]([CH:5]([C:6]3[CH:11]=[CH:10][CH:9]=[C:8]([Cl:12])[CH:7]=3)[CH2:4][C:3]([NH:23][CH3:24])=[O:22])[CH:21]=2)[CH:17]=[CH:18]1. Reported procedure: 3-(1H-Indol-6-yl)-3-(3-chloro-phenyl)-N-methyl-propionamide XLI (340 mg, 89% yield) was prepared from 3-(1H-indol-6-yl)-3-(3-chloro-phenyl)-propionic acid methyl ester using the procedure described above for 3-(1H-Indol-6-yl)-3-(2-methoxy-phenyl)-N-methyl-propionamide XXXVIII (see Example 9).